From a dataset of the Open Reaction Database (ORD), a public repository of structured organic reaction records. describe an organic reaction: reactants, conditions, products, and yield Reactants: O=C(n1ccnc1)n1ccnc1, CCc1nnnn1-c1cccc(C2Nc3ccc(C(=O)O)cc3CC2(C)C)c1, CN(C)C=O, NS(=O)(=O)C1CC1, [H-], [Na+]. Product: CCc1nnnn1-c1cccc(C2Nc3ccc(C(=O)NS(=O)(=O)C4CC4)cc3CC2(C)C)c1. Reaction SMILES: [C:38]([n:39]1[cH:40][cH:41][n:42][cH:43]1)([n:44]1[cH:45][cH:46][n:47][cH:48]1)=[O:49].[CH2:10]([CH3:11])[c:12]1[n:13][n:14][n:15][n:16]1-[c:17]1[cH:18][c:19]([CH:23]2[NH:24][c:25]3[cH:26][cH:27][c:28]([C:35](=[O:36])[OH:37])[cH:29][c:30]3[CH2:31][C:32]2([CH3:33])[CH3:34])[cH:20][cH:21][cH:22]1.[CH3:50][N:51]([CH3:52])[CH:53]=[O:54].[CH:3]1([S:6](=[O:7])(=[O:8])[NH2:9])[CH2:4][CH2:5]1.[H-:1].[Na+:2]>>[CH:3]1([S:6](=[O:7])(=[O:8])[NH:9][C:35]([c:28]2[cH:27][cH:26][c:25]3[c:30]([cH:29]2)[CH2:31][C:32]([CH3:33])([CH3:34])[CH:23]([c:19]2[cH:18][c:17](-[n:16]4[c:12]([CH2:10][CH3:11])[n:13][n:14][n:15]4)[cH:22][cH:21][cH:20]2)[NH:24]3)=[O:36])[CH2:4][CH2:5]1.